describe an organic reaction: reactants, conditions, products, and yield From a dataset of the Open Reaction Database (ORD), a public repository of structured organic reaction records. Starting materials: COCOC1=C(C=CC=C1)C1(CC1)C1=C(C(=C(C=C1)OC)OC)OCOC (1-(2-methoxymethoxyphenyl)-1-(3,4-dimethoxy-2-methoxymethoxyphenyl)cyclopropane), C1(=CC=C(C=C1)S(=O)(=O)O)C (p-toluenesulfonic acid). Run in CO (methanol). Conditions: time 2 hour. Product: OC1=C(C=CC(=C1OC)OC)C1(CC1)C1=C(C=CC=C1)O (1-(2-Hydroxy-3,4-dimethoxyphenyl)-1-(2-hydroxyphenyl)cyclopropane). The yield is 99.1%. Reaction SMILES: COC[O:4][C:5]1[CH:10]=[CH:9][CH:8]=[CH:7][C:6]=1[C:11]1([C:14]2[CH:19]=[CH:18][C:17]([O:20][CH3:21])=[C:16]([O:22][CH3:23])[C:15]=2[O:24]COC)[CH2:13][CH2:12]1.C1(C)C=CC(S(O)(=O)=O)=CC=1>CO>[OH:24][C:15]1[C:16]([O:22][CH3:23])=[C:17]([O:20][CH3:21])[CH:18]=[CH:19][C:14]=1[C:11]1([C:6]2[CH:7]=[CH:8][CH:9]=[CH:10][C:5]=2[OH:4])[CH2:12][CH2:13]1. Reported procedure: A solution of 1.16 g (3.1 mmol) of 1-(2-methoxymethoxyphenyl)-1-(3,4-dimethoxy-2-methoxymethoxyphenyl)cyclopropane and 80 mg (0.47 mmol) of p-toluenesulfonic acid in 26 ml of methanol was heated at reflux with stirring for 2 hours under an argon atmosphere. The mixture was concentrated to half by evaporation under reduced pressure and 40 ml of ether was added. The resulting solution was extracted with 30 ml of 5 percent aqueous sodium bicarbonate then 30 ml of water, dried over magnesium sulfate... Starting materials: N(=C=O)CCC(=O)OCC (ethyl 3-Isocyanatopropionate), NC=1C=CC(=C(C1)C(=O)C1=C(C=C(C=C1)NC1=C(C=C(C=C1)F)F)Cl)C ((5-Amino-2-methyl-phenyl)-[2-chloro-4-(2,4-difluoro-phenylamino)-phenyl]-methanone), compound 259. Solvent: N1=CC=CC=C1 (pyridine). Run at time 1.5 hour. Yields the product C(C)OC(CCNC(=O)NC1=CC(=C(C=C1)C)C(C1=C(C=C(C=C1)NC1=C(C=C(C=C1)F)F)Cl)=O)=O (3-(3-{3-[2-Chloro-4-(2,4-difluoro-phenylamino)-benzoyl]-4-methyl-phenyl}-ureido)-propionic acid ethyl ester). Reaction SMILES: [NH2:1][C:2]1[CH:3]=[CH:4][C:5]([CH3:26])=[C:6]([C:8]([C:10]2[CH:15]=[CH:14][C:13]([NH:16][C:17]3[CH:22]=[CH:21][C:20]([F:23])=[CH:19][C:18]=3[F:24])=[CH:12][C:11]=2[Cl:25])=[O:9])[CH:7]=1.[N:27]([CH2:30][CH2:31][C:32]([O:34][CH2:35][CH3:36])=[O:33])=[C:28]=[O:29]>N1C=CC=CC=1>[CH2:35]([O:34][C:32](=[O:33])[CH2:31][CH2:30][NH:27][C:28]([NH:1][C:2]1[CH:3]=[CH:4][C:5]([CH3:26])=[C:6]([C:8](=[O:9])[C:10]2[CH:15]=[CH:14][C:13]([NH:16][C:17]3[CH:22]=[CH:21][C:20]([F:23])=[CH:19][C:18]=3[F:24])=[CH:12][C:11]=2[Cl:25])[CH:7]=1)=[O:29])[CH3:36]. Procedure: Compound 494 (0.03 g, 0.08 mmol) was dissolved in pyridine (0.2 mL) and ethyl 3-Isocyanatopropionate (0.016 mL, 0.12 mmol) was added. The solution was stirred at room temperature for 1.5 h. Work up as described in the preparation of compound 259. The crude product was purified by flash chromatography using EtOAc/petroleum ether (40-60) 1:1 as the eluent. This afforded the title compound as a slightly coloured solid. 13C NMR (CD3OD) δ 198.4, 173.8, 161.0 (dd), 158.0, 157.8 (dd), 151.1, 141.0, 138... Reactants: CC1=C(C(NC(=C1)C)=O)CNC(=O)C=1C2=C(N=C(C1)C=1CCNCC1)N(N=C2)C(C)C (N-((4,6-dimethyl-2-oxo-1,2-dihydropyridin-3-yl)methyl)-1-isopropyl-6-(1,2,3,6-tetrahydropyridin-4-yl)-1H-pyrazolo[3,4-b]pyridine-4-carboxamide), S(=O)(=O)(C)Cl (mesyl chloride). The solvent is N1=CC=CC=C1 (pyridine). Conditions: time 1 hour. Product: CC1=C(C(NC(=C1)C)=O)CNC(=O)C=1C2=C(N=C(C1)C=1CCN(CC1)S(=O)(=O)C)N(N=C2)C(C)C (N-((4,6-dimethyl-2-oxo-1,2-dihydropyridin-3-yl)methyl)-1-isopropyl-6-(1-(methylsulfonyl)-1,2,3,6-tetrahydropyridin-4-yl)-1H-pyrazolo[3,4-b]pyridine-4-carboxamide). RXN SMILES: [CH3:1][C:2]1[CH:7]=[C:6]([CH3:8])[NH:5][C:4](=[O:9])[C:3]=1[CH2:10][NH:11][C:12]([C:14]1[C:15]2[CH:28]=[N:27][N:26]([CH:29]([CH3:31])[CH3:30])[C:16]=2[N:17]=[C:18]([C:20]2[CH2:21][CH2:22][NH:23][CH2:24][CH:25]=2)[CH:19]=1)=[O:13].[S:32](Cl)([CH3:35])(=[O:34])=[O:33]>N1C=CC=CC=1>[CH3:1][C:2]1[CH:7]=[C:6]([CH3:8])[NH:5][C:4](=[O:9])[C:3]=1[CH2:10][NH:11][C:12]([C:14]1[C:15]2[CH:28]=[N:27][N:26]([CH:29]([CH3:31])[CH3:30])[C:16]=2[N:17]=[C:18]([C:20]2[CH2:21][CH2:22][N:23]([S:32]([CH3:35])(=[O:34])=[O:33])[CH2:24][CH:25]=2)[CH:19]=1)=[O:13]. Procedure: To a stirred solution of N-((4,6-dimethyl-2-oxo-1,2-dihydropyridin-3-yl)methyl)-1-isopropyl-6-(1,2,3,6-tetrahydropyridin-4-yl)-1H-pyrazolo[3,4-b]pyridine-4-carboxamide (0.2 g, 0.476 mmol) in pyridine (1.5 mL), mesyl chloride (0.081 g, 0.714 mmol) was added at 0° C. and stirred it at room temperature for 1 h. After completion of reaction, solvent was removed under reduced pressure and water was added to it. Extraction was carried out using DCM; the combined organic layers were washed with water, ... Reactants: ice water, C(=O)(O)COC1=CC=C(C=C1)CC(C)N1CC(OCC1)C=1N=C(SC1)C(F)(F)F (N-[2-(4-carboxymethoxyphenyl)-1-methylethyl]-2-(2-trifluoromethyl-thiazol-4-yl)morpholine), C(Cl)(Cl)Cl (chloroform), C(C)O (ethanol), S(O)(O)(=O)=O (sulphuric acid), N (ammonia). The product is Cl.C(=O)(OCC)COC1=CC=C(C=C1)CC(C)N1CC(OCC1)C=1N=C(SC1)C(F)(F)F (N-[2-(4-Carboethoxymethoxyphenyl)-1-methylethyl]-2-(2-trifluoromethyl-thiazol-4-yl)morpholine hydrochloride). Reaction SMILES: [C:1]([CH2:4][O:5][C:6]1[CH:11]=[CH:10][C:9]([CH2:12][CH:13]([N:15]2[CH2:20][CH2:19][O:18][CH:17]([C:21]3[N:22]=[C:23]([C:26]([F:29])([F:28])[F:27])[S:24][CH:25]=3)[CH2:16]2)[CH3:14])=[CH:8][CH:7]=1)([OH:3])=[O:2].[CH2:30](O)[CH3:31].S(=O)(=O)(O)O.N.C(Cl)(Cl)[Cl:40]>>[ClH:40].[C:1]([CH2:4][O:5][C:6]1[CH:11]=[CH:10][C:9]([CH2:12][CH:13]([N:15]2[CH2:20][CH2:19][O:18][CH:17]([C:21]3[N:22]=[C:23]([C:26]([F:27])([F:28])[F:29])[S:24][CH:25]=3)[CH2:16]2)[CH3:14])=[CH:8][CH:7]=1)([O:3][CH2:30][CH3:31])=[O:2] |f:5.6|. Procedure details: 0.5 g (0.0012 mol) of N-[2-(4-carboxymethoxyphenyl)-1-methylethyl]-2-(2-trifluoromethyl-thiazol-4-yl)morpholine is dissolved in 150 ml of chloroform and, while stirring, 2 ml ethanol and 0.25 g of concentrated sulphuric acid are added, and the the mixture is heated to reflux with a water trap for one hour. The mixture is then cooled, ice-water is added, the mixture is made alkaline with ammonia and the phases are separated. The aqueous phase is then extracted again by shaking with chloroform, an...